Dataset: the Open Reaction Database (ORD), a public repository of structured organic reaction records. Task: describe an organic reaction: reactants, conditions, products, and yield Product: [Br-], CCOc1nc2cccc(C[P+](c3ccccc3)(c3ccccc3)c3ccccc3)c2c(=O)o1. Reactants: CCOc1nc2cccc(CBr)c2c(=O)o1, Cc1ccccc1, c1ccc(P(c2ccccc2)c2ccccc2)cc1. Reaction SMILES: [Br:1][CH2:2][c:3]1[cH:4][cH:5][cH:6][c:7]2[c:8]1[c:9](=[O:16])[o:10][c:11]([O:13][CH2:14][CH3:15])[n:12]2.[CH3:36][c:37]1[cH:38][cH:39][cH:40][cH:41][cH:42]1.[c:17]1([P:23]([c:24]2[cH:25][cH:26][cH:27][cH:28][cH:29]2)[c:30]2[cH:31][cH:32][cH:33][cH:34][cH:35]2)[cH:18][cH:19][cH:20][cH:21][cH:22]1>>[Br-:1].[CH2:2]([c:3]1[cH:4][cH:5][cH:6][c:7]2[c:8]1[c:9](=[O:16])[o:10][c:11]([O:13][CH2:14][CH3:15])[n:12]2)[P+:23]([c:17]1[cH:18][cH:19][cH:20][cH:21][cH:22]1)([c:24]1[cH:25][cH:26][cH:27][cH:28][cH:29]1)[c:30]1[cH:31][cH:32][cH:33][cH:34][cH:35]1. Starting materials: CC=1N=CN(C1)C=1C=CC(=C(C1)C)[N+](=O)[O-] (5-(4-methylimidazol-1-yl)-2-nitrotoluene), [H][H] (hydrogen). The reagents and catalysts are [Pd] (Pd/C). Solvent: CO (methanol). Conditions: time 2 hour. The product is NC1=C(C=C(C=C1)N1C=NC(=C1)C)C (2-amino-5-(4-methylimidazol-1-yl)toluene). The yield is 87.3%. RXN SMILES: [CH3:1][C:2]1[N:3]=[CH:4][N:5]([C:7]2[CH:8]=[CH:9][C:10]([N+:14]([O-])=O)=[C:11]([CH3:13])[CH:12]=2)[CH:6]=1.[H][H]>[Pd].CO>[NH2:14][C:10]1[CH:9]=[CH:8][C:7]([N:5]2[CH:6]=[C:2]([CH3:1])[N:3]=[CH:4]2)=[CH:12][C:11]=1[CH3:13]. Reported procedure: A mixture of 5-(4-methylimidazol-1-yl)-2-nitrotoluene (198 mg), 10% Pd/C (58 mg) and methanol (3.0 ml) was hydrogenated with hydrogen of 1 atmosphere. The mixture was stirred at room temperature for 2 hours and filtered. The filtrate was distilled under reduce pressure to give 149 mg (87.6%) of the title compound. Starting materials: C(C=C)N(C(OCC)=O)CC=O (ethyl N-allyl-N-(2-oxoethyl) -carbamate), CC1(C(NCS1)C(=O)O)C (5,5-dimethylthiazolidine-4-carboxylic acid). Run in C1(=CC=CC=C1)C (toluene). The product is CC1(C2CC3CN(CC3N2CS1)C(=O)OCC)C (Ethyl 9,9-dimethyl-10-thia-1,4-diazatricyclo -[6.3.0.02,6 ]-undecane-4-carboxylate). RXN SMILES: [CH2:1]([N:4]([CH2:10][CH:11]=O)[C:5](=[O:9])[O:6][CH2:7][CH3:8])[CH:2]=[CH2:3].[CH3:13][C:14]1([CH3:22])[S:18][CH2:17][NH:16][CH:15]1C(O)=O>C1(C)C=CC=CC=1>[CH3:13][C:14]1([CH3:22])[S:18][CH2:17][N:16]2[CH:15]1[CH2:3][CH:2]1[CH:11]2[CH2:10][N:4]([C:5]([O:6][CH2:7][CH3:8])=[O:9])[CH2:1]1. Reported procedure: 8.6 g (50 mmol) of ethyl N-allyl-N-(2-oxoethyl) -carbamate are heated under reflux overnight with 8.1 g (50 mmol) of 5,5-dimethylthiazolidine-4-carboxylic acid in 200 ml of toluene. The mixture is concentrated and the residue is distilled. Starting materials: CC1(C(C(CC1)(C)C)N)C (2,2,5,5-tetramethyl-1-cyclopentyl amine), C(=O)(OCC1=CC=CC=C1)NC(C(=O)O)(C)C (N-Cbz-2-aminoisobutyric acid), C1(CCCCC1)N=C=NC1CCCCC1 (dicyclohexylcarbodiimide), CN(C)C1=NC=CC=C1 (dimethylaminopyridine). Solvent: C(Cl)Cl (CH2Cl2), C(Cl)Cl (CH2Cl2). Conditions: time 48 hour. Product: CC1(C(C(CC1)(C)C)NC(C(C)(C)NC(=O)OCC1=CC=CC=C1)=O)C (N-Cbz-2-aminoisobutyric acid 2,2,5,5-tetramethylcyclopentyl amide). RXN SMILES: [C:1]([NH:11][C:12]([CH3:17])([CH3:16])[C:13]([OH:15])=O)([O:3][CH2:4][C:5]1[CH:10]=[CH:9][CH:8]=[CH:7][CH:6]=1)=[O:2].C1(N=C=NC2CCCCC2)CCCCC1.CN(C1C=CC=CN=1)C.[CH3:42][C:43]1([CH3:51])[CH2:47][CH2:46][C:45]([CH3:49])([CH3:48])[CH:44]1[NH2:50]>C(Cl)Cl>[CH3:42][C:43]1([CH3:51])[CH2:47][CH2:46][C:45]([CH3:49])([CH3:48])[CH:44]1[NH:50][C:13](=[O:15])[C:12]([NH:11][C:1]([O:3][CH2:4][C:5]1[CH:6]=[CH:7][CH:8]=[CH:9][CH:10]=1)=[O:2])([CH3:17])[CH3:16]. Reported procedure: To a stirred solution of N-Cbz-2-aminoisobutyric acid in dry CH2Cl2 containing dicyclohexylcarbodiimide and dimethylaminopyridine (DMAP), all at 0° C., is added, via an addition funnel, 2,2,5,5-tetramethyl-1-cyclopentyl amine dissolved in CH2Cl2. After stirring for 48 hours, the mixture is filtered, and the filtrate is washed with 5% HCl (1×50 ml), saturated NaHCO3 (1×50 ml), and water (1×50 ml). The organic layer is separated, dried over MgSO4 and is evaporated to yield N-Cbz-2-aminoisobutyric ... Reactants: N(=[N+]=[N-])CCOCCNC(OC(C)(C)C)=O (tert-butyl 2-(2-azidoethoxy)ethylcarbamate). Reagents/catalysts: [Pd] (Pd on carbon). Run in CO (MeOH). Conditions: time 24 hour. Yields the product NCCOCCNC(OC(C)(C)C)=O (tert-butyl 2-(2-aminoethoxy)ethylcarbamate). Isolated yield 84.7%. RXN SMILES: [N:1]([CH2:4][CH2:5][O:6][CH2:7][CH2:8][NH:9][C:10](=[O:16])[O:11][C:12]([CH3:15])([CH3:14])[CH3:13])=[N+]=[N-]>CO.[Pd]>[NH2:1][CH2:4][CH2:5][O:6][CH2:7][CH2:8][NH:9][C:10](=[O:16])[O:11][C:12]([CH3:14])([CH3:13])[CH3:15]. Procedure: A solution of tert-butyl 2-(2-azidoethoxy)ethylcarbamate (47.0 g, 0.204 mol) in MeOH was treated with 4 g of 10% Pd on carbon and shaken under H2 (3 Kg/cm2) for 24 hours. The solution was then filtered through a Celite pad and concentrated to give 35.3 g of crude tert-butyl 2-(2-aminoethoxy)ethylcarbamate as a colorless liquid that was used without further purification. Starting materials: C1CCOC1, CC(=O)[O-], COc1cc(N)cc(OC)c1, CI, [Na+]. Product: CNc1cc(OC)cc(OC)c1. As a reaction SMILES: [CH2:19]1[O:20][CH2:21][CH2:22][CH2:23]1.[CH3:15][C:16](=[O:17])[O-:18].[CH3:1][O:2][c:3]1[cH:4][c:5]([NH2:6])[cH:7][c:8]([O:10][CH3:11])[cH:9]1.[I:12][CH3:13].[Na+:14]>>[CH3:1][O:2][c:3]1[cH:4][c:5]([NH:6][CH3:15])[cH:7][c:8]([O:10][CH3:11])[cH:9]1. The solvent is C1=CC=CC=C1 (benzene). Isolated yield 42.4%. Reaction SMILES: [CH3:1][N:2]([O:21][CH3:22])[S:3]([N:6]([S:8]([NH:11][C:12](=O)[O:13]C1C=CC=CC=1)(=[O:10])=[O:9])[CH3:7])(=[O:5])=[O:4].[CH3:23][C:24]1[CH2:28][CH:27]([C:29]2[CH:34]=[CH:33][CH:32]=[CH:31][CH:30]=2)[NH:26][N:25]=1>C1C=CC=CC=1>[CH3:1][N:2]([O:21][CH3:22])[S:3]([N:6]([S:8]([NH:11][C:12]([N:26]1[CH:27]([C:29]2[CH:34]=[CH:33][CH:32]=[CH:31][CH:30]=2)[CH2:28][C:24]([CH3:23])=[N:25]1)=[O:13])(=[O:9])=[O:10])[CH3:7])(=[O:5])=[O:4]. The reactants are CN(S(=O)(=O)N(C)S(=O)(=O)NC(OC1=CC=CC=C1)=O)OC (phenyl N-[(N-(N-methyl-N-methoxyaminosulfonyl)-N-methylamino)sulfonyl]-carbamate), CC1=NNC(C1)C1=CC=CC=C1 (3-methyl-5-phenyl-2-pyrazoline). Procedure: A mixture comprising 1 g (2.83 mmol) of phenyl N-[(N-(N-methyl-N-methoxyaminosulfonyl)-N-methylamino)sulfonyl]-carbamate, 0.45 g (2.81 mmol) of 3-methyl-5-phenyl-2-pyrazoline and 30 ml of dry benzene was heated at 80° C. for 5 minutes. The mixture was left to cool, and then the solvent was distilled off under reduced pressure. The residue was purified by reverse phase column chromatography (CH3CN: H2O=7:3) to obtain 0.5 g of the desired 1-[(N-(N-methyl-N-methoxyaminosulfonyl)-N-methyl-amino)sulf... The product is CN(S(=O)(=O)N(C)S(=O)(=O)NC(=O)N1N=C(CC1C1=CC=CC=C1)C)OC (1-[(N-(N-methyl-N-methoxyaminosulfonyl)-N-methyl-amino)sulfonylcarbamoyl]-3-methyl-5-phenyl-2-pyrazoline).